Dataset: the Open Reaction Database (ORD), a public repository of structured organic reaction records. Task: describe an organic reaction: reactants, conditions, products, and yield Reported procedure: 2-Bromo-1-indanone, 4-phthalimidobutanethioamide As a reaction SMILES: Br[CH:2]1[CH2:10][C:9]2[C:4](=[CH:5][CH:6]=[CH:7][CH:8]=2)[C:3]1=O.[C:12]1(=[O:28])[N:16]([CH2:17][CH2:18][CH2:19][C:20](=[S:22])[NH2:21])[C:15](=[O:23])[C:14]2=[CH:24][CH:25]=[CH:26][CH:27]=[C:13]12>>[C:15]1(=[O:23])[N:16]([CH2:17][CH2:18][CH2:19][C:20]2[S:22][C:2]3[CH2:10][C:9]4[CH:8]=[CH:7][CH:6]=[CH:5][C:4]=4[C:3]=3[N:21]=2)[C:12](=[O:28])[C:13]2=[CH:27][CH:26]=[CH:25][CH:24]=[C:14]12. Reactants: BrC1C(C2=CC=CC=C2C1)=O (2-Bromo-1-indanone), C1(C=2C(C(N1CCCC(N)=S)=O)=CC=CC2)=O (4-phthalimidobutanethioamide). The product is C1(C=2C(C(N1CCCC=1SC3=C(N1)C=1C=CC=CC1C3)=O)=CC=CC2)=O (2-(3-Phthalimidopropyl)-8H-indeno[1,2-d]thiazole). Starting materials: resultant mixture, aqueous solution, [OH-].[Na+] (sodium hydroxide), C(C=CC1=CC=CC=C1)(=O)OC1=C(N(S(C2=C1SC=C2)(=O)=O)C)C(=O)NC=2C(C=CC=CC2)=O (4-cinnamoyloxy-2-methyl-N-(1-oxo-2,4,6-cycloheptatrien-2-yl)-2H-thieno[2,3-e]-1,2-thiazine-3-carboxamide 1,1-dioxide). Run in CO (methanol). Yields the product OC1=C(N(S(C2=C1SC=C2)(=O)=O)C)C(=O)NC=2C(C=CC=CC2)=O (4-hydroxy-2-methyl-N-(1-oxo-2,4,6-cycloheptatrien-2-yl)-2H-thieno[2,3-e]-1,2-thiazine-3-carboxamide 1,1-dioxide). Isolated yield 41.5%. RXN SMILES: C([O:11][C:12]1[C:17]2[S:18][CH:19]=[CH:20][C:16]=2[S:15](=[O:22])(=[O:21])[N:14]([CH3:23])[C:13]=1[C:24]([NH:26][C:27]1[C:28](=[O:34])[CH:29]=[CH:30][CH:31]=[CH:32][CH:33]=1)=[O:25])(=O)C=CC1C=CC=CC=1.[OH-].[Na+]>CO>[OH:11][C:12]1[C:17]2[S:18][CH:19]=[CH:20][C:16]=2[S:15](=[O:22])(=[O:21])[N:14]([CH3:23])[C:13]=1[C:24]([NH:26][C:27]1[C:28](=[O:34])[CH:29]=[CH:30][CH:31]=[CH:32][CH:33]=1)=[O:25] |f:1.2|. Procedure: To a suspension of 4-cinnamoyloxy-2-methyl-N-(1-oxo-2,4,6-cycloheptatrien-2-yl)-2H-thieno[2,3-e]-1,2-thiazine-3-carboxamide 1,1-dioxide (0.49 g) in methanol (50 ml) was added dropwise 1N aqueous solution of sodium hydroxide (1.5 ml) at ambient temperature. The resultant mixture was stirred at the same temperature for 8 hours. After neutralization with 1N hydrochloric acid, the solvent was removed under reduced pressure. The residue was washed with water and dried up. The crude crystals were recr... Starting materials: N1C=CC2=CC=CC=C12 (indole), [Li]CCCC (nBuLi), BrN1C(CCC1=O)=O (N-Bromosuccinimide), CC(C)(C)[Si](C)(C)Cl (TBDMS-Cl). Solvent: C1CCOC1 (THF), CCCCCC.N1=CC=CC=C1 (hexane pyridine), C1CCOC1 (THF). Reaction conditions: time 3 hour. Yields the product [Si](C)(C)(C(C)(C)C)N1C=C(C2=CC=CC=C12)Br (1-tert-butyldimethylsilyl-3-bromoindole). Yield: 80.6%. RXN SMILES: [NH:1]1[C:9]2[C:4](=[CH:5][CH:6]=[CH:7][CH:8]=2)[CH:3]=[CH:2]1.[Li]CCCC.[CH3:15][C:16]([Si:19](Cl)([CH3:21])[CH3:20])([CH3:18])[CH3:17].[Br:23]N1C(=O)CCC1=O>C1COCC1.CCCCCC.N1C=CC=CC=1>[Si:19]([N:1]1[C:9]2[C:4](=[CH:5][CH:6]=[CH:7][CH:8]=2)[C:3]([Br:23])=[CH:2]1)([C:16]([CH3:18])([CH3:17])[CH3:15])([CH3:21])[CH3:20] |f:5.6|. Reported procedure: To a cold (-78°) solution of indole (4.0 g, 34 mmol) in THF (120 mL) was added nBuLi (2.5M/Hexanes) over 5 minutes. The solution was warmed to -10° (ice/salt bath) for 15 minutes, re-cooled to -78° and TBDMS-Cl (5.8 g, 38 mmol) was added in THF (30 mL). The solution was held at 0° for 3 hours, cooled to -78° and N-Bromosuccinimide (6.0 g, 34 mmol) was added in one portion. The solution was stirred coldfor 2 hours and then was allowed to warm to ambient temperature at which time hexane/pyridine (... Starting materials: BrC1=C(C(=C(C(=O)CC(=O)OCC)C(=C1F)F)F)F (ethyl 4-bromo-2,3,5,6-tetrafluorobenzoylacetate), CN(C)C(OC)OC (DMF dimethyl acetal), N[C@H](CO)C ((S)-2-amino-1-propanol). The solvent is O1CCCC1 (tetrahydrofuran). Reaction conditions: time 16 hour. The product is BrC1=C(C(=C(C(=O)C(C(=O)OCC)=CN[C@H](CO)C)C(=C1F)F)F)F (ethyl (S)-2-(4-bromo-2,3,5,6-tetrafluorobenzoyl)-N-(1-hydroxy-2-propyl)-3-aminopropenoate). Reaction SMILES: [Br:1][C:2]1[C:15]([F:16])=[C:14]([F:17])[C:5]([C:6]([CH2:8][C:9]([O:11][CH2:12][CH3:13])=[O:10])=[O:7])=[C:4]([F:18])[C:3]=1[F:19].[CH3:20]N(C(OC)OC)C.[NH2:28][C@@H:29]([CH3:32])[CH2:30][OH:31]>O1CCCC1>[Br:1][C:2]1[C:15]([F:16])=[C:14]([F:17])[C:5]([C:6]([C:8](=[CH:20][NH:28][C@@H:29]([CH3:32])[CH2:30][OH:31])[C:9]([O:11][CH2:12][CH3:13])=[O:10])=[O:7])=[C:4]([F:18])[C:3]=1[F:19]. Procedure details: A mixture of 19.99 g ethyl 4-bromo-2,3,5,6-tetrafluorobenzoylacetate and 7.8 ml DMF dimethyl acetal in 60 ml tetrahydrofuran was stirred at room temperature for about 16 hours. The mixture was then cooled in an ice-bath and 4.6 ml (S)-2-amino-1-propanol was added. The resulting clear solution was concentrated in vacuo, and the residue was dissolved in ether and chromatographed on a column of silica gel using ether as eluant. There was obtained 22.4 g of ethyl (S)-2-(4-bromo-2,3,5,6-tetrafluorobe...